Dataset: the Open Reaction Database (ORD), a public repository of structured organic reaction records. Task: describe an organic reaction: reactants, conditions, products, and yield The reactants are ClC1=C(C(=CC=2C(=CCC(C12)(C)C)C(C)C)/C(=C(\CO)/F)/CC)OCC ((2E)-3-(4-chloro-3-ethoxy-8-isopropyl-5,5-dimethyl-5,6-dihydronaphthalen-2-yl)-2-fluoro-pent-2-en-1-ol), C[N+]1(CCOCC1)[O-] (4-methylmorpholine N-oxide). Reagents/catalysts: [Ru](=O)(=O)(=O)[O-].C(CC)[N+](CCC)(CCC)CCC (tetrapropylammonium perruthenate). Solvent: ClCCl (dichloromethane). Yields the product ClC1=C(C(=CC=2C(=CCC(C12)(C)C)C(C)C)/C(=C(\C=O)/F)/CC)OCC ((2E)-3-(4-Chloro-3-ethoxy-8-isopropyl-5,5-dimethyl-5,6-dihydronaphthalen-2-yl)-2-fluoro-pent-2-enal). As a reaction SMILES: [Cl:1][C:2]1[C:11]2[C:10]([CH3:13])([CH3:12])[CH2:9][CH:8]=[C:7]([CH:14]([CH3:16])[CH3:15])[C:6]=2[CH:5]=[C:4](/[C:17](/[CH2:22][CH3:23])=[C:18](/[F:21])\[CH2:19][OH:20])[C:3]=1[O:24][CH2:25][CH3:26].C[N+]1([O-])CCOCC1>ClCCl.[Ru]([O-])(=O)(=O)=O.C([N+](CCC)(CCC)CCC)CC>[Cl:1][C:2]1[C:11]2[C:10]([CH3:13])([CH3:12])[CH2:9][CH:8]=[C:7]([CH:14]([CH3:15])[CH3:16])[C:6]=2[CH:5]=[C:4](/[C:17](/[CH2:22][CH3:23])=[C:18](/[F:21])\[CH:19]=[O:20])[C:3]=1[O:24][CH2:25][CH3:26] |f:3.4|. Reported procedure: As described in General Procedure H-1, (2E)-3-(4-chloro-3-ethoxy-8-isopropyl-5,5-dimethyl-5,6-dihydronaphthalen-2-yl)-2-fluoro-pent-2-en-1-ol (Compound A-145, 34 mg, 0.09 mmol) tetrapropylammonium perruthenate (10 mg, 0.028 mmol) and 4-methylmorpholine N-oxide (21 mg, 0.18 mmol) were reacted in dichloromethane to give the title compound after purification by flash column chromatography (silica gel, 10% ethyl acetate in hexanes).